This data is from the Open Reaction Database (ORD), a public repository of structured organic reaction records. The task is: describe an organic reaction: reactants, conditions, products, and yield Reactants: molar solution, C(C)[O-].[Na+] (sodium ethanolate), C(C)(=O)OC=1C=CC2=C(OC(=CO2)C(=O)OCC)C1 (ethyl 7-acetoxy-1,4-benzodioxin-2-carboxylate). The solvent is C(C)O (ethanol), C(C)O (ethanol). Reaction conditions: time 18 hour. Product: OC=1C=CC2=C(OC(=CO2)C(=O)OCC)C1 (Ethyl 7-hydroxy-1,4-benzodioxin-2-carboxylate). The yield is 96.0%. RXN SMILES: C([O-])C.[Na+].C([O:8][C:9]1[CH:10]=[CH:11][C:12]2[O:17][CH:16]=[C:15]([C:18]([O:20][CH2:21][CH3:22])=[O:19])[O:14][C:13]=2[CH:23]=1)(=O)C>C(O)C>[OH:8][C:9]1[CH:10]=[CH:11][C:12]2[O:17][CH:16]=[C:15]([C:18]([O:20][CH2:21][CH3:22])=[O:19])[O:14][C:13]=2[CH:23]=1 |f:0.1|. Procedure: Add 0.5 cm3 of a molar solution of sodium ethanolate in ethanol to a solution of 1 g (3.78 mmol) of ethyl 7-acetoxy-1,4-benzodioxin-2-carboxylate in 15 cm3 of anhydrous ethanol under a nitrogen atmosphere. Stir for 18 hours at room temperature and then neutralise with Dowex X-8 resin, acid form, which has been washed beforehand with ethanol. After filtration and concentration to dryness under partial pressure, the crude product obtained is purified by chromatography on a silica column (eluant: p...